describe an organic reaction: reactants, conditions, products, and yield From a dataset of the Open Reaction Database (ORD), a public repository of structured organic reaction records. The reactants are C(=O)(OCC)N1C(C=2C(C1=O)=CC=CC2)=O (N-carbethoxyphthalimide), Cl.N[C@@H](CC1=CC=CC=C1)C(=O)N ((S)-phenylalaninamide hydrochloride). The product is C1(C=2C(C(N1[C@H](C(=O)N)CC1=CC=CC=C1)=O)=CC=CC2)=O ((S)-2-phthalimido-3-phenylpropionamide). Reaction SMILES: C(N1[C:10](=[O:11])[C:9]2=[CH:12][CH:13]=[CH:14][CH:15]=[C:8]2[C:7]1=[O:16])(OCC)=O.Cl.[NH2:18][C@H:19]([C:27]([NH2:29])=[O:28])[CH2:20][C:21]1[CH:26]=[CH:25][CH:24]=[CH:23][CH:22]=1>>[C:7]1(=[O:16])[N:18]([C@@H:19]([CH2:20][C:21]2[CH:26]=[CH:25][CH:24]=[CH:23][CH:22]=2)[C:27]([NH2:29])=[O:28])[C:10](=[O:11])[C:9]2=[CH:12][CH:13]=[CH:14][CH:15]=[C:8]12 |f:1.2|. Procedure: By following the procedure of Example 19 but employing N-carbethoxyphthalimide and (S)-phenylalaninamide hydrochloride, there is obtained (S)-2-phthalimido-3-phenylpropionamide which can be recrystallized from ethanol to afford white crystals: mp 211-215° C.; 1H NMR (DMSO-d6)δ 7.92 (s, 5H, Ph), 7.72, 7.33 (2 s, 2H), 7.2-7.0 (m, 4H, Ar), 4.92 (dd, 1H, J=12, 4.5 Hz), 3.52 (dd, 1H, J=4.3, 13.9), 3.35 (dd, 1H, J=12, 13.9); 13C NMR (DMSO-d6)δ 169.6, 167.4, 137.7, 134.3, 131.2, 128.5, 128.1, 126.3, 12... Reactants: C(C)C(C#N)(CC)C1=CC(=CC=C1)[N+](=O)[O-] (2-ethyl-2-(3-nitro-phenyl)-butyronitrile), O (water), O.NN (hydrazine hydrate). Solvent: C(C)O (ethanol). Conditions: temperature 60 celsius, time 1 hour. Product: NC=1C=C(C=CC1)C(C#N)(CC)CC (2-(3-amino-phenyl)-2-ethyl-butyronitrile). The yield is 90.3%. RXN SMILES: [CH2:1]([C:3]([C:8]1[CH:13]=[CH:12][CH:11]=[C:10]([N+:14]([O-])=O)[CH:9]=1)([CH2:6][CH3:7])[C:4]#[N:5])[CH3:2].O.O.NN>C(O)C>[NH2:14][C:10]1[CH:9]=[C:8]([C:3]([CH2:6][CH3:7])([CH2:1][CH3:2])[C:4]#[N:5])[CH:13]=[CH:12][CH:11]=1 |f:2.3|. Procedure details: A solution of 3.2 g (14.7 mmol) of 2-ethyl-2-(3-nitro-phenyl)-butyronitrile in 50 ml of ethanol was treated with 350 mg of water-wet Raney nickel and the mixture heated to 60° C. 10 ml of hydrazine hydrate was added dropwise over 20 minutes and the reaction stirred for a further 1 hour at 60° C. The cooled mixture was filtered through hyflo filter aid and evaporated to give 2.5 g (90%) of 2-(3-amino-phenyl)-2-ethyl-butyronitrile as an orange oil. [Mass spectrum (ESI) MH+ =189].